This data is from the Open Reaction Database (ORD), a public repository of structured organic reaction records. The task is: describe an organic reaction: reactants, conditions, products, and yield The reactants are O=C(CBr)c1ccc(C(F)(F)F)cc1, CS, CO, [Na], O. Product: CSCC(=O)c1ccc(C(F)(F)F)cc1. Reaction SMILES: [Br:1][CH2:2][C:3](=[O:4])[c:5]1[cH:6][cH:7][c:8]([C:11]([F:12])([F:13])[F:14])[cH:9][cH:10]1.[CH3:16][SH:17].[CH3:19][OH:20].[Na:15].[OH2:18]>>[CH2:2]([C:3](=[O:4])[c:5]1[cH:6][cH:7][c:8]([C:11]([F:12])([F:13])[F:14])[cH:9][cH:10]1)[S:17][CH3:16]. The reactants are N1(C=NC=C1)C1=CC=C(C=C1)O (4-(1H-imidazol-1-yl)phenol), ClCC(=C)C (3-chloro-2-methylpropene), 9, [H-].[Na+] (sodium hydride), O (water). Solvent: C(C)OCC (diethyl ether), C1CCOC1 (THF). Run at temperature 100 celsius, time 20 minute. Yields the product CC(COC1=CC=C(C=C1)N1C=NC=C1)=C (1-[4-(2-Methyl-2-propenyloxy)phenyl]-1H-imidazole). Reaction SMILES: [N:1]1([C:6]2[CH:11]=[CH:10][C:9]([OH:12])=[CH:8][CH:7]=2)[CH:5]=[CH:4][N:3]=[CH:2]1.[H-].[Na+].Cl[CH2:16][C:17]([CH3:19])=[CH2:18].O>C1COCC1.C(OCC)C>[CH3:18][C:17](=[CH2:16])[CH2:19][O:12][C:9]1[CH:10]=[CH:11][C:6]([N:1]2[CH:5]=[CH:4][N:3]=[CH:2]2)=[CH:7][CH:8]=1 |f:1.2|. Reported procedure: Suspend 40 g (0.25 mol) of 4-(1H-imidazol-1-yl)phenol in 280 mL of THF and treat with 15 9 (0.375 mol) of a 60% dispersion of sodium hydride in mineral oil. Stir this suspension for 20 min and then add 27.1 mL (0.25 mol) of 3-chloro-2-methylpropene. Heat this mixture to 100° C. for 3 h. After this time, add 250 mL of water and 250 mL of diethyl ether and separate the layers. Re-extract the aqueous layer with 2×250 mL of diethyl ether. Evaporate the combined ether extracts on a rotary evaporator.... Yields the product COc1cc(C#N)ccc1OCCCBr. The reactants are BrCCCBr, CC#N, COc1cc(C#N)ccc1O. Reaction SMILES: [Br:12][CH2:13][CH2:14][CH2:15][Br:16].[CH3:17][C:18]#[N:19].[OH:1][c:2]1[c:3]([O:10][CH3:11])[cH:4][c:5]([C:6]#[N:7])[cH:8][cH:9]1>>[O:1]([c:2]1[c:3]([O:10][CH3:11])[cH:4][c:5]([C:6]#[N:7])[cH:8][cH:9]1)[CH2:15][CH2:14][CH2:13][Br:12]. Reaction conditions: time 2 day. As a reaction SMILES: CN(C=O)C.O=[C:7]1[CH2:12][CH2:11][CH:10]([N:13]2[C:17]([C:18]3[CH:23]=[CH:22][N:21]=[C:20]([O:24][CH3:25])[N:19]=3)=[C:16]([C:26]3[CH:31]=[CH:30][C:29]([F:32])=[CH:28][CH:27]=3)[N:15]=[CH:14]2)[CH2:9][CH2:8]1>CCOCC>[CH:10]1([N:13]2[C:17]([C:18]3[CH:23]=[CH:22][N:21]=[C:20]([O:24][CH3:25])[N:19]=3)=[C:16]([C:26]3[CH:31]=[CH:30][C:29]([F:32])=[CH:28][CH:27]=3)[N:15]=[CH:14]2)[CH2:9][CH2:8][CH2:7][CH2:12][CH2:11]1. The reactants are CN(C)C=O (DMF), O=C1CCC(CC1)N1C=NC(=C1C1=NC(=NC=C1)OC)C1=CC=C(C=C1)F (1-(4-Oxocyclohexyl)-4-(4-fluorophenyl)-5-[(2-methoxy)pyrimidin-4-yl]imidazole), KCO3. Run in CCOCC (Et2O). Product: C1(CCCCC1)N1C=NC(=C1C1=NC(=NC=C1)OC)C1=CC=C(C=C1)F (1-Cyclohexyl-4-(4-fluorophenyl)-5-(2-methoxypyrimidin-4-yl)imidazole). Procedure details: The product of the preceding example, DMF (10 mL), the product of example 1 (b) (1.59 g, 5.5 mmol) and KCO3 (0.308 g, 2.23 mmol) were combined and stirred for 2 days, diluted with Et2O and filtered. The filtrate was concentrated under high vacuum to a brown paste. Trituration with Et2O and hexane (1:1, 200 mL) afforded the title compound as a tan solid. Crystallization from EtOAc/hexane (1:4) afforded 0.631 g (39% from the product of example 1(d). ESP+ (Mass Spec) m/z 353 (MH+). mp=207-208. The reactants are O=C(O)C=Cc1cccc(C(F)(F)F)c1, CC(F)(F)c1ccc(Cn2ccc(N)n2)o1. Product: CC(F)(F)c1ccc(Cn2ccc(NC(=O)C=Cc3cccc(C(F)(F)F)c3)n2)o1. Reaction SMILES: [F:17][C:18]([c:19]1[cH:20][c:21]([CH:25]=[CH:26][C:27](=[O:28])[OH:29])[cH:22][cH:23][cH:24]1)([F:30])[F:31].[F:1][C:2]([CH3:3])([F:4])[c:5]1[cH:6][cH:7][c:8]([CH2:10][n:11]2[n:12][c:13]([NH2:16])[cH:14][cH:15]2)[o:9]1>>[F:1][C:2]([CH3:3])([F:4])[c:5]1[cH:6][cH:7][c:8]([CH2:10][n:11]2[n:12][c:13]([NH:16][C:27]([CH:26]=[CH:25][c:21]3[cH:20][c:19]([C:18]([F:17])([F:30])[F:31])[cH:24][cH:23][cH:22]3)=[O:28])[cH:14][cH:15]2)[o:9]1. Reactants: IC=1C=C(C(=O)O)C=C(C1O)I (3,5-diiodo-4-hydroxybenzoic acid), 1, IC1=C(CCl)C=CC=C1 (2-iodo benzyl chloride), C([O-])([O-])=O.[Cs+].[Cs+] (cesium carbonate), Cl (HCl). The solvent is CN(C)C=O (DMF). Reaction SMILES: [I:1][C:2]1[CH:3]=[C:4]([CH:8]=[C:9]([I:12])[C:10]=1[OH:11])[C:5]([OH:7])=[O:6].[I:13][C:14]1[CH:21]=[CH:20][CH:19]=[CH:18][C:15]=1[CH2:16]Cl.C(=O)([O-])[O-].[Cs+].[Cs+].Cl>CN(C=O)C>[I:13][C:14]1[CH:21]=[CH:20][CH:19]=[CH:18][C:15]=1[CH2:16][O:6][C:5](=[O:7])[C:4]1[CH:3]=[C:2]([I:1])[C:10]([OH:11])=[C:9]([I:12])[CH:8]=1 |f:2.3.4|. Product: IC1=C(COC(C2=CC(=C(C(=C2)I)O)I)=O)C=CC=C1 (4-Hydroxy-3,5-diiodobenzoic acid 2-iodobenzyl Ester). Conditions: time 15 hour. Yield: 61.0%. Procedure details: A suspension of 3,5-diiodo-4-hydroxybenzoic acid (1 95 mg, 0.5 mmol, 2-iodo benzyl chloride (320 mg, 1.25 mmol), and cesium carbonate (490 mg, 1.5 mmol) in 5 mL DMF was stirred for 15 hours at room temperature. The mixture was then poured into 1 M HCl (100 mL) and a white precipitate formed. The precipitate was isolated filtration and was recrystallized from hot isopropanol/chloroform, yielding the title compound as bright white crystals (140 mg, 61%). 1H NMR (400 MHz, CDC13): δ 8.40 (s, 2H), 7....